From a dataset of the Open Reaction Database (ORD), a public repository of structured organic reaction records. describe an organic reaction: reactants, conditions, products, and yield The yield is 50.0%. The reactants are BrC1=NC=CC(=C1)CO (2-bromo-4-pyridinemethanol), COCOC (dimethoxymethane), O.C1(=CC=C(C=C1)S(=O)(=O)O)C (p-toluenesulfonic acid monohydrate). The product is BrC1=NC=CC(=C1)COCOC (2-bromo-4-(methoxymethoxymethyl)pyridine). Reaction SMILES: [Br:1][C:2]1[CH:7]=[C:6]([CH2:8][OH:9])[CH:5]=[CH:4][N:3]=1.[CH3:10][O:11][CH2:12]OC.O.C1(C)C=CC(S(O)(=O)=O)=CC=1>C1C=CC=CC=1>[Br:1][C:2]1[CH:7]=[C:6]([CH2:8][O:9][CH2:10][O:11][CH3:12])[CH:5]=[CH:4][N:3]=1 |f:2.3|. The solvent is C1=CC=CC=C1 (benzene). Procedure: 70 ml of 2-bromo-4-pyridinemethanol, 70 ml of dimethoxymethane and 2.15 g of p-toluenesulfonic acid monohydrate were suspended in 300 ml of benzene. The suspension was passed through a Soxhlet extractor containing 25 g of 3 Å molecular sieves, and refluxed for 20 hours. After cooling, the reaction mixture was washed with a saturated aqueous solution of sodium hydrogen carbonate and water, dried, and concentrated under reduced pressure. The residue was distilled to give 13.2 g (yield 50%) of 2-br... The product is C(C)(C)(C)OC(NC(CC=O)(C)C)=O ((1,1-Dimethyl-3-oxo-propyl)-carbamic acid tert-butyl ester). Reactants: [O-]S(=O)(=S)[O-].[Na+].[Na+] (Na2S2O3), C(C)(C)(C)OC(NC(CCO)(C)C)=O ((3-Hydroxy-1,1-dimethyl-propyl)-carbamic acid tert-butyl ester), CC(=O)OI1(C=2C=CC=CC2C(=O)O1)(OC(=O)C)OC(=O)C (Dess-Martin periodinane), C(=O)(O)[O-].[Na+] (NaHCO3), resultant mixture. Procedure: (3-Hydroxy-1,1-dimethyl-propyl)-carbamic acid tert-butyl ester (6.0 g, 30 mmol) was dissolved in CH2Cl2 (50 mL) and treated with Dess-Martin periodinane (20.0 g, 44 mmol). After stirring overnight 50 mL of water was added followed by NaHCO3 and Na2S2O3. The resultant mixture was stirred vigorously for 30 min and then was extracted with CH2Cl2 (3–50 mL). The extracts were dried with MgSO4 and concentrated to give 3.26 g (54%) of an orange oil. This material was used in the next step without purif... Run in O (water), C(Cl)Cl (CH2Cl2). Yield: 54.0%. RXN SMILES: [C:1]([O:5][C:6](=[O:14])[NH:7][C:8]([CH3:13])([CH3:12])[CH2:9][CH2:10][OH:11])([CH3:4])([CH3:3])[CH3:2].CC(OI1(OC(C)=O)(OC(C)=O)OC(=O)C2C=CC=CC1=2)=O.C([O-])(O)=O.[Na+].[O-]S([O-])(=S)=O.[Na+].[Na+]>C(Cl)Cl.O>[C:1]([O:5][C:6](=[O:14])[NH:7][C:8]([CH3:13])([CH3:12])[CH2:9][CH:10]=[O:11])([CH3:4])([CH3:2])[CH3:3] |f:2.3,4.5.6|. Starting materials: Cl (hydrochloric acid), C(C)OC(=O)C=1C=C2CC(C(NC2=CC1)C1=CC(=CC=C1)[N+](=O)[O-])(C)C (3,3-dimethyl-2-(3-nitro-phenyl)-1,2,3,4-tetrahydro-quinoline-6-carboxylic acid ethyl ester). Solvent: CO (methanol), O1CCCC1 (tetrahydrofuran), [OH-].[Na+] (sodium hydroxide), O (water). Conditions: temperature 60 celsius, time 12 hour. The product is CC1(C(NC2=CC=C(C=C2C1)C(=O)O)C1=CC(=CC=C1)[N+](=O)[O-])C (3,3-dimethyl-2-(3-nitro-phenyl)-1,2,3,4-tetrahydro-quinoline-6-carboxylic acid). Yield: 97.1%. As a reaction SMILES: C([O:3][C:4]([C:6]1[CH:7]=[C:8]2[C:13](=[CH:14][CH:15]=1)[NH:12][CH:11]([C:16]1[CH:21]=[CH:20][CH:19]=[C:18]([N+:22]([O-:24])=[O:23])[CH:17]=1)[C:10]([CH3:26])([CH3:25])[CH2:9]2)=[O:5])C.Cl>CO.O1CCCC1.[OH-].[Na+].O>[CH3:25][C:10]1([CH3:26])[CH2:9][C:8]2[C:13](=[CH:14][CH:15]=[C:6]([C:4]([OH:5])=[O:3])[CH:7]=2)[NH:12][CH:11]1[C:16]1[CH:21]=[CH:20][CH:19]=[C:18]([N+:22]([O-:24])=[O:23])[CH:17]=1 |f:4.5|. Procedure: A mixture of 3,3-dimethyl-2-(3-nitro-phenyl)-1,2,3,4-tetrahydro-quinoline-6-carboxylic acid ethyl ester (2 g, 5.65 mmol) in methanol (15 mL) and tetrahydrofuran (30 mL), 30% sodium hydroxide in water (15 mL) was stirred at 60° C. for 12 h. The mixture was neutralized with a 3 N aqueous hydrochloric acid solution and extracted with ethyl acetate (2×100 mL), washed with water, dried over anhydrous sodium sulfate and then concentrated in vacuo to afford 3,3-dimethyl-2-(3-nitro-phenyl)-1,2,3,4-tetra... Reactants: C(CCCCCCCC)N1CC2=CC=CC=C2C1 (N-nonylisoindoline), C(CCCCCCCC)N1C[C@H]2CCCC[C@H]2C1 (cis-hexahydro-N-nonylisoindoline), [H][H] (hydrogen), [H][H] (hydrogen). The reagents and catalysts are [C].[Rh] (rhodium-carbon). Run in CC(C)O (2-propanol). Product: C(CCCCCCCC)N1C[C@@H]2CCCC[C@H]2C1 (trans-hexahydro-N-nonylisoindoline). Isolated yield 0.5%. RXN SMILES: [CH2:1]([N:10]1[CH2:18][C:17]2[C:12](=[CH:13][CH:14]=[CH:15][CH:16]=2)[CH2:11]1)[CH2:2][CH2:3][CH2:4][CH2:5][CH2:6][CH2:7][CH2:8][CH3:9].[H][H].C(N1C[C@H]2[C@H](CCCC2)C1)CCCCCCCC>[C].[Rh].CC(O)C>[CH2:1]([N:10]1[CH2:11][C@H:12]2[C@@H:17]([CH2:16][CH2:15][CH2:14][CH2:13]2)[CH2:18]1)[CH2:2][CH2:3][CH2:4][CH2:5][CH2:6][CH2:7][CH2:8][CH3:9] |f:3.4|. Procedure details: In a 3-liter GL autoclave fitted with a electromagnetic stirrer are added 265 g of N-nonylisoindoline, 735 g of 2-propanol and 26 g of 5% rhodium-carbon catalyst (50% water-containing). The reaction mixture is subjected to a hydrogen-pressure of 15 kg/cm2 and a temperature of 120° C. After a 5 hour hydrogen introduction, the drop in the rate of the hydrogen-absorption is observed, at this point the introduction of hydrogen is ceased to terminate the reaction. After the termination of reaction, t... Reactants: CC(=O)Nc1ccc(NC(C)=O)c(C(F)(F)F)c1, CC(=O)O, O=[N+]([O-])O. Yields the product CC(=O)Nc1cc(C(F)(F)F)c(NC(C)=O)cc1[N+](=O)[O-]. Reaction SMILES: [C:1]([CH3:2])(=[O:3])[NH:4][c:5]1[c:6]([C:15]([F:16])([F:17])[F:18])[cH:7][c:8]([NH:11][C:12]([CH3:13])=[O:14])[cH:9][cH:10]1.[CH3:23][C:24](=[O:25])[OH:26].[OH:19][N+:20]([O-:21])=[O:22]>>[C:1]([CH3:2])(=[O:3])[NH:4][c:5]1[c:6]([C:15]([F:16])([F:17])[F:18])[cH:7][c:8]([NH:11][C:12]([CH3:13])=[O:14])[c:9]([N+:20](=[O:19])[O-:21])[cH:10]1. Procedure: 3-(4-Methyl-2-phenylimidazol-1-yl)propylamine (5.5 g) and 4-chlorobenzaldehyde (3.6 g) were stirred in absolute ethanol (70 ml) for 16 hours. Sodium borohydride (2.0 g) was added and the mixture heated under reflux for 7 hours. Work-up as described in Example 42 gave N-(4-chlorobenzyl)-3-(4-methyl-2-phenylimidazol-1-yl)propylamine. Glc indicated that the product contained 13% (approx) of N-(4-chlorobenzyl)-3(5-methl-2-phenylimidazol-1-yl)propylamine. Run in C(C)O (ethanol). Reactants: CC=1N=C(N(C1)CCCN)C1=CC=CC=C1 (3-(4-Methyl-2-phenylimidazol-1-yl)propylamine), ClC1=CC=C(C=O)C=C1 (4-chlorobenzaldehyde), [BH4-].[Na+] (Sodium borohydride). Product: ClC1=CC=C(CNCCCN2C(=NC(=C2)C)C2=CC=CC=C2)C=C1 (N-(4-chlorobenzyl)-3-(4-methyl-2-phenylimidazol-1-yl)propylamine). Reaction SMILES: [CH3:1][C:2]1[N:3]=[C:4]([C:11]2[CH:16]=[CH:15][CH:14]=[CH:13][CH:12]=2)[N:5]([CH2:7][CH2:8][CH2:9][NH2:10])[CH:6]=1.[Cl:17][C:18]1[CH:25]=[CH:24][C:21]([CH:22]=O)=[CH:20][CH:19]=1.[BH4-].[Na+]>C(O)C>[Cl:17][C:18]1[CH:25]=[CH:24][C:21]([CH2:22][NH:10][CH2:9][CH2:8][CH2:7][N:5]2[CH:6]=[C:2]([CH3:1])[N:3]=[C:4]2[C:11]2[CH:16]=[CH:15][CH:14]=[CH:13][CH:12]=2)=[CH:20][CH:19]=1 |f:2.3|. Starting materials: [Al+3], COC(=O)c1cc(-c2ccc(F)cc2)oc1C, [H-], [H-], [H-], [H-], [Li+], [Na+], C1CCOC1, [OH-], O. Yields the product Cc1oc(-c2ccc(F)cc2)cc1CO. As a reaction SMILES: [Al+3:3].[F:7][c:8]1[cH:9][cH:10][c:11](-[c:14]2[cH:15][c:16]([C:20](=[O:21])[O:22][CH3:23])[c:17]([CH3:19])[o:18]2)[cH:12][cH:13]1.[H-:1].[H-:4].[H-:5].[H-:6].[Li+:2].[Na+:26].[O:27]1[CH2:28][CH2:29][CH2:30][CH2:31]1.[OH-:25].[OH2:24]>>[F:7][c:8]1[cH:9][cH:10][c:11](-[c:14]2[cH:15][c:16]([CH2:20][OH:21])[c:17]([CH3:19])[o:18]2)[cH:12][cH:13]1. The reactants are OC1C2=C(C(N1C1=NC=CC=C1)=O)SCCS2 (5-hydroxy-7-oxo-6-(pyrid-2-yl)-2,3,6,7-tetrahydro-1,4-dithiino[2,3-c]pyrrole), [H-].[Na+] (sodium hydride), ClC(=O)N1CCN(CC1)C (1-chlorocarbonyl-4-methylpiperazine). Run in O1CCCC1 (tetrahydrofuran), O1CCCC1 (tetrahydrofuran). Reaction conditions: temperature 5 celsius, time 4 hour. Yields the product CN1CCN(CC1)C(=O)OC1C2=C(C(N1C1=NC=CC=C1)=O)SCCS2 (5-(4-Methylpiperazin-1-yl)carbonyloxy-7-oxo-6-(pyrid-2-yl)-2,3,6,7-tetrahydro-1,4-dithiino[2,3-c]pyrrole). Yield: 44.1%. Reaction SMILES: [OH:1][CH:2]1[N:6]([C:7]2[CH:12]=[CH:11][CH:10]=[CH:9][N:8]=2)[C:5](=[O:13])[C:4]2[S:14][CH2:15][CH2:16][S:17][C:3]1=2.[H-].[Na+].Cl[C:21]([N:23]1[CH2:28][CH2:27][N:26]([CH3:29])[CH2:25][CH2:24]1)=[O:22]>O1CCCC1>[CH3:29][N:26]1[CH2:27][CH2:28][N:23]([C:21]([O:13][CH:5]2[N:6]([C:7]3[CH:12]=[CH:11][CH:10]=[CH:9][N:8]=3)[C:2](=[O:1])[C:3]3[S:17][CH2:16][CH2:15][S:14][C:4]2=3)=[O:22])[CH2:24][CH2:25]1 |f:1.2|. Reported procedure: A solution of 5-hydroxy-7-oxo-6-(pyrid-2-yl)-2,3,6,7-tetrahydro-1,4-dithiino[2,3-c]pyrrole (6.0 g.) in anhydrous tetrahydrofuran (60 cc.) is treated for 17 minutes at about 5°-10° C, with sodium hydride (0.64 g.), and a solution of 1-chlorocarbonyl-4-methylpiperazine (11.0 g.) in anhydrous tetrahydrofuran (80 cc.) is then added, at 5° C. The reaction mixture is stirred for 4 hours at 5° C. After evaporating the solvent under reduced pressure (20 mm.Hg), the residue is dissolved in diethyl ether ... The reactants are S1(NC(C=2C1=CSC2)=O)(=O)=O (thieno[3,4-d]isothiazol-3(2H)-one-1,1-dioxide), N1=CC=CC=C1 (pyridine), P12(=S)SP3(=S)SP(=S)(S1)SP(=S)(S2)S3 (phosphorus pentasulfide). The solvent is O (water). Reaction conditions: temperature 80 celsius, time 25 minute. Yields the product S1(NC(C=2C1=CSC2)=S)(=O)=O (Thieno-[3,4-d]Isothiazol-3(2H)-Thione-1,1-Dioxide). Isolated yield 40.0%. As a reaction SMILES: [S:1]1(=[O:11])(=[O:10])[C:5]2=[CH:6][S:7][CH:8]=[C:4]2[C:3](=O)[NH:2]1.N1C=CC=CC=1.P12(SP3(SP(SP(S3)(S1)=S)(=S)S2)=S)=[S:19]>O>[S:1]1(=[O:11])(=[O:10])[C:5]2=[CH:6][S:7][CH:8]=[C:4]2[C:3](=[S:19])[NH:2]1. Procedure: To a mixture of 5.6 g. (0.03 mole) of thieno[3,4-d]isothiazol-3(2H)-one-1,1-dioxide in 50 ml. of dry pyridine is added 5.6 g. (0.016 mole) of phosphorus pentasulfide portionwise over 3 minutes. The viscous mixture is slowly heated in an oil bath under an atmosphere of nitrogen. The temperature of the oil bath is slowly increased to 80° C. after 30 minutes. The temperature of the oil bath is then kept at 80° C. for 25 minutes, the internal temperature reading 63° C. The solution is cooled to 50° ...